Dataset: the Open Reaction Database (ORD), a public repository of structured organic reaction records. Task: describe an organic reaction: reactants, conditions, products, and yield Reactants: [H-].[Al+3].[Li+].[H-].[H-].[H-] (lithium aluminum hydride), N1C(OC2CCC3C1(C1=CC=CC=C1CC3)C2)=O (4,5,6,6a,7,8-Hexahydro-4,12b-methano-12bH-naphth-(1,2-d][1,3]oxazocin 2(1H)-one), [H-].[Al+3].[Li+].[H-].[H-].[H-] (lithium aluminum hydride). Run in C1CCOC1 (THF), C1CCOC1 (THF). Run at time 8 hour. The product is CNC12CC(CCC2CCC2=CC=CC=C12)O (1,2,3,4,4a,9,10,10a-Octahydro-4a-(methylamino)-3-phenanthrenol). The yield is 82.7%. RXN SMILES: [NH:1]1[C:8]23[CH2:17][CH:4]([CH2:5][CH2:6][CH:7]2[CH2:16][CH2:15][C:14]2[C:9]3=[CH:10][CH:11]=[CH:12][CH:13]=2)[O:3][C:2]1=O.[H-].[Al+3].[Li+].[H-].[H-].[H-]>C1COCC1>[CH3:2][NH:1][C:8]12[C:9]3[C:14](=[CH:13][CH:12]=[CH:11][CH:10]=3)[CH2:15][CH2:16][CH:7]1[CH2:6][CH2:5][CH:4]([OH:3])[CH2:17]2 |f:1.2.3.4.5.6|. Reported procedure: A solution of the compound from Example 62 (1.4 g, 5.75 mmol) in 20 ml THF was added to a slurry of lithium aluminum hydride (1 g) in 30 ml THF. After stirring overnight, additional lithium aluminum hydride was added (1 g) and stirring continued 3 hours. Workup afforded the title compound as a white solid (1.1 g, 83%), mp 141°-143° C.